Dataset: the Open Reaction Database (ORD), a public repository of structured organic reaction records. Task: describe an organic reaction: reactants, conditions, products, and yield The reactants are CCOC(=O)CN(c1ccc2c(C)cc(COc3ccc(C#N)cc3)nc2c1)S(=O)(=O)c1cccc2cccnc12, O=C([O-])[O-], CCO, Cl, [NH4+], [NH4+]. The product is CCOC(=O)CN(c1ccc2c(C)cc(COc3ccc(C(=N)N)cc3)nc2c1)S(=O)(=O)c1cccc2cccnc12, Cl. Reaction SMILES: [C:1](#[N:2])[c:3]1[cH:4][cH:5][c:6]([O:9][CH2:10][c:11]2[n:12][c:13]3[cH:14][c:15]([N:22]([CH2:23][C:24](=[O:25])[O:26][CH2:27][CH3:28])[S:29](=[O:30])(=[O:31])[c:32]4[cH:33][cH:34][cH:35][c:36]5[cH:37][cH:38][cH:39][n:40][c:41]45)[cH:16][cH:17][c:18]3[c:19]([CH3:21])[cH:20]2)[cH:7][cH:8]1.[C:42](=[O:43])([O-:44])[O-:45].[CH3:49][CH2:50][OH:51].[ClH:47].[NH4+:46].[NH4+:48]>>[C:1]([NH2:2])([c:3]1[cH:4][cH:5][c:6]([O:9][CH2:10][c:11]2[n:12][c:13]3[cH:14][c:15]([N:22]([CH2:23][C:24](=[O:25])[O:26][CH2:27][CH3:28])[S:29](=[O:30])(=[O:31])[c:32]4[cH:33][cH:34][cH:35][c:36]5[cH:37][cH:38][cH:39][n:40][c:41]45)[cH:16][cH:17][c:18]3[c:19]([CH3:21])[cH:20]2)[cH:7][cH:8]1)=[NH:46].[ClH:47]. The reactants are CCO, Cc1ccc(CC#N)cc1OCCC1CCN(c2nc3ccc(Cl)cc3s2)CC1, [Na+], [OH-], O. Yields the product Cc1ccc(CC(=O)O)cc1OCCC1CCN(c2nc3ccc(Cl)cc3s2)CC1. RXN SMILES: [CH3:33][CH2:34][OH:35].[Cl:1][c:2]1[cH:3][c:4]2[c:5]([n:6][c:7]([N:9]3[CH2:10][CH2:11][CH:12]([CH2:15][CH2:16][O:17][c:18]4[cH:19][c:20]([CH2:25][C:26]#[N:27])[cH:21][cH:22][c:23]4[CH3:24])[CH2:13][CH2:14]3)[s:8]2)[cH:28][cH:29]1.[Na+:31].[OH-:30].[OH2:32]>>[Cl:1][c:2]1[cH:3][c:4]2[c:5]([n:6][c:7]([N:9]3[CH2:10][CH2:11][CH:12]([CH2:15][CH2:16][O:17][c:18]4[cH:19][c:20]([CH2:25][C:26](=[O:30])[OH:32])[cH:21][cH:22][c:23]4[CH3:24])[CH2:13][CH2:14]3)[s:8]2)[cH:28][cH:29]1. Starting materials: COCCOC, O, O=C(O)C(O)Cc1ccccc1, O=S(Cl)Cl, c1ccncc1. Product: O=C(O)C(Cl)Cc1ccccc1. As a reaction SMILES: [CH2:24]([CH2:25][O:26][CH3:27])[O:28][CH3:29].[OH2:23].[OH:5][CH:6]([C:7](=[O:8])[OH:9])[CH2:10][c:11]1[cH:12][cH:13][cH:14][cH:15][cH:16]1.[S:1]([Cl:2])([Cl:3])=[O:4].[cH:17]1[cH:18][cH:19][n:20][cH:21][cH:22]1>>[Cl:3][CH:6]([C:7](=[O:8])[OH:9])[CH2:10][c:11]1[cH:12][cH:13][cH:14][cH:15][cH:16]1. Reactants: [I-].FC(C=1C=C(CN(C(=O)C2=C(C=3C(=[N+](C=CC3)C)C(N2C)=O)C2=CC=C(C=C2)F)C)C=C(C1)C(F)(F)F)(F)F (6-[N-[3,5-Bis(trifluoromethyl)benzyl]-N-methylamino carbonyl]-5-(4-fluorophenyl)-7,8-dihydro-1,7-dimethyl-8-oxopyrido[3,4-b]pyridinium iodide), [OH-].[Na+] (NaOH). Reagents/catalysts: [Fe-3](C#N)(C#N)(C#N)(C#N)(C#N)C#N.[K+].[K+].[K+] (potassium ferricyanide). The solvent is C1CCOC1 (THF). Run at time 15 hour. Product: FC(C=1C=C(CN(C(=O)C2=C(C3=C(N(C(C=C3)=O)C)C(N2C)=O)C2=CC=C(C=C2)F)C)C=C(C1)C(F)(F)F)(F)F (N-[3,5-Bis(trifluoromethyl)benzyl]-5-(4-fluorophenyl)-1,2,7,8-tetrahydro-N,1,7-trimethyl-2,8-dioxo-6-pyrido [3,4-b]pyridinecarboxamide). As a reaction SMILES: [I-].[F:2][C:3]([F:40])([F:39])[C:4]1[CH:5]=[C:6]([CH:32]=[C:33]([C:35]([F:38])([F:37])[F:36])[CH:34]=1)[CH2:7][N:8]([CH3:31])[C:9]([C:11]1[N:21]([CH3:22])[C:20](=[O:23])[C:14]2=[N+:15]([CH3:19])[CH:16]=[CH:17][CH:18]=[C:13]2[C:12]=1[C:24]1[CH:29]=[CH:28][C:27]([F:30])=[CH:26][CH:25]=1)=[O:10].[OH-:41].[Na+]>[Fe-3](C#N)(C#N)(C#N)(C#N)(C#N)C#N.[K+].[K+].[K+].C1COCC1>[F:40][C:3]([F:2])([F:39])[C:4]1[CH:5]=[C:6]([CH:32]=[C:33]([C:35]([F:37])([F:38])[F:36])[CH:34]=1)[CH2:7][N:8]([CH3:31])[C:9]([C:11]1[N:21]([CH3:22])[C:20](=[O:23])[C:14]2[N:15]([CH3:19])[C:16](=[O:41])[CH:17]=[CH:18][C:13]=2[C:12]=1[C:24]1[CH:25]=[CH:26][C:27]([F:30])=[CH:28][CH:29]=1)=[O:10] |f:0.1,2.3,4.5.6.7|. Procedure: A mixture of 6-[N-[3,5-bis(trifluoromethyl)benzyl]-N-methylaminocarbonyl]-5-(4-fluorophenyl)-7,8-dihydro-1,7-dimethyl-8-oxopyrido[3,4-b]pyridinium iodide (Example 29) (100 mg), THF (3 ml), potassium ferricyanide (500 mg) and 1N-NaOH was stirred for 15 hours. The solvent was distilled off. To the residue was added ethyl acetate, and the mixture was washed with water and dried, then the solvent was distilled off. The residue was subjected to a silica-gel column chromatography (ethyl acetate) for s... Starting materials: BrC=1C=C2N(C[C@@H](N(C2=CC1)C(C)=O)C)S(=O)(=O)C1=CC=C(C)C=C1 ((S)-1-(6-bromo-2-methyl-4-tosyl-3,4-dihydroquinoxaline-1(2H)-yl)ethanone), S(O)(O)(=O)=O (sulfuric acid), [OH-].[Na+] (sodium hydroxide). Run in ClCCl (dichloromethane). Product: BrC=1C=C2NC[C@@H](N(C2=CC1)C(C)=O)C ((S)-1-(6-bromo-2-methyl-3,4-dihydroquinoxaline-1(2H)-yl)ethanone). Isolated yield 84.7%. RXN SMILES: [Br:1][C:2]1[CH:3]=[C:4]2[C:9](=[CH:10][CH:11]=1)[N:8]([C:12](=[O:14])[CH3:13])[C@@H:7]([CH3:15])[CH2:6][N:5]2S(C1C=CC(C)=CC=1)(=O)=O.S(=O)(=O)(O)O.[OH-].[Na+]>ClCCl>[Br:1][C:2]1[CH:3]=[C:4]2[C:9](=[CH:10][CH:11]=1)[N:8]([C:12](=[O:14])[CH3:13])[C@@H:7]([CH3:15])[CH2:6][NH:5]2 |f:2.3|. Procedure: A 1-L round bottomed flask was charged with (S)-1-(6-bromo-2-methyl-4-tosyl-3,4-dihydroquinoxaline-1(2H)-yl)ethanone (13.32 g, 31.5 mmol) and sulfuric acid (67.1 mL, 1259 mmol). The reaction mixture was stirred until all the viscous oil had dissolved (ca. 1 h). The reaction mixture was then quenched over crushed ice (ca. 50 g). The mixture was carefully neutralized with 10 N sodium hydroxide (157 mL, 1573 mmol) while not allowing internal temperature to exceed 10° C. The mixture was diluted with...